From a dataset of the Open Reaction Database (ORD), a public repository of structured organic reaction records. describe an organic reaction: reactants, conditions, products, and yield The reactants are C(CC(C)C)NCCCCC1=CC=C(C=C1)[N+](=O)[O-] (N-isopentyl-4-(4-nitrophenyl)butylamine), C1(=CC=C(C=C1)S(=O)(=O)O)C (para-toluenesulfonic acid), C(C)N(CCC(C)C)CCCCC1=CC=C(C=C1)[N+](=O)[O-] (N-ethyl-N-isopentyl-4-(4-nitrophenyl)butylamine). The solvent is C(C)(=O)OCC (ethyl acetate). Yields the product S(=O)(=O)([O-])C1=CC=C(C)C=C1.C(C)[NH+](CCC(C)C)CCCCC1=CC=C(C=C1)[N+](=O)[O-] (N-ethyl-N-isopentyl-4-(4-nitrophenyl)butylaminium tosylate). Reaction SMILES: [CH2:1]([N:3]([CH2:9][CH2:10][CH2:11][CH2:12][C:13]1[CH:18]=[CH:17][C:16]([N+:19]([O-:21])=[O:20])=[CH:15][CH:14]=1)[CH2:4][CH2:5][CH:6]([CH3:8])[CH3:7])[CH3:2].C(NCCCCC1C=CC([N+]([O-])=O)=CC=1)CC(C)C.[C:41]1([CH3:51])[CH:46]=[CH:45][C:44]([S:47]([OH:50])(=[O:49])=[O:48])=[CH:43][CH:42]=1>C(OCC)(=O)C>[S:47]([C:44]1[CH:45]=[CH:46][C:41]([CH3:51])=[CH:42][CH:43]=1)([O-:50])(=[O:49])=[O:48].[CH2:1]([NH+:3]([CH2:9][CH2:10][CH2:11][CH2:12][C:13]1[CH:14]=[CH:15][C:16]([N+:19]([O-:21])=[O:20])=[CH:17][CH:18]=1)[CH2:4][CH2:5][CH:6]([CH3:7])[CH3:8])[CH3:2] |f:4.5|. Reported procedure: Isopentylamine was reacted with 4-(4-nitrophenyl)butanoyl chloride to provide N-isopentyl-4-(4-nitrophenyl)butyramide, which when reduced by reaction with diborane afforded N-isopentyl-4-(4-nitrophenyl)butylamine. Reaction of the latter compound with acetyl chloride under the conditions of Example 22 gave N-acetyl-N-isopentyl-4-(4-nitrophenyl)butylamine. Reaction of 21.8 g. of N-acetyl-N-isopentyl-4-(4-nitrophenyl)butylamine with 220 ml. of 1 M diborane in tetrahydrofuran provided, after workup ... The reactants are BrC1=CC(=C2C=NNC2=C1)NC(=O)C=1N=C(SC1)C (N-(6-Bromo-1H-indazol-4-yl)-2-methyl-1,3-thiazole-4-carboxamide), Cl (HCl), CC1(OB(OC1(C)C)C=1C=C(C(=O)O)C=CC1)C (3-(4,4,5,5-tetramethyl-1,3,2-dioxaborolan-2-yl)benzoic acid), C([O-])([O-])=O.[Na+].[Na+] (sodium carbonate). The reagents and catalysts are C1=CC=C(C=C1)P([C-]2C=CC=C2)C3=CC=CC=C3.C1=CC=C(C=C1)P([C-]2C=CC=C2)C3=CC=CC=C3.Cl[Pd]Cl.[Fe+2] (Pd(dppf)Cl2). Run in O1CCOCC1 (1,4-dioxane), O (water). Reaction conditions: temperature 150 celsius. The product is CC=1SC=C(N1)C(=O)NC1=C2C=NNC2=CC(=C1)C=1C=C(C(=O)O)C=CC1 (3-(4-{[(2-Methyl-1,3-thiazol-4-yl)carbonyl]amino}-1H-indazol-6-yl)benzoic acid). RXN SMILES: Br[C:2]1[CH:10]=[C:9]2[C:5]([CH:6]=[N:7][NH:8]2)=[C:4]([NH:11][C:12]([C:14]2[N:15]=[C:16]([CH3:19])[S:17][CH:18]=2)=[O:13])[CH:3]=1.CC1(C)C(C)(C)OB([C:28]2[CH:29]=[C:30]([CH:34]=[CH:35][CH:36]=2)[C:31]([OH:33])=[O:32])O1.C(=O)([O-])[O-].[Na+].[Na+].Cl>O1CCOCC1.O.C1C=CC(P(C2C=CC=CC=2)[C-]2C=CC=C2)=CC=1.C1C=CC(P(C2C=CC=CC=2)[C-]2C=CC=C2)=CC=1.Cl[Pd]Cl.[Fe+2]>[CH3:19][C:16]1[S:17][CH:18]=[C:14]([C:12]([NH:11][C:4]2[CH:3]=[C:2]([C:28]3[CH:29]=[C:30]([CH:34]=[CH:35][CH:36]=3)[C:31]([OH:33])=[O:32])[CH:10]=[C:9]3[C:5]=2[CH:6]=[N:7][NH:8]3)=[O:13])[N:15]=1 |f:2.3.4,8.9.10.11|. Reported procedure: N-(6-Bromo-1H-indazol-4-yl)-2-methyl-1,3-thiazole-4-carboxamide (80 mg, 0.237 mmol), 3-(4,4,5,5-tetramethyl-1,3,2-dioxaborolan-2-yl)benzoic acid (71 mg, 0.285 mmol), Pd(dppf)Cl2 (19 mg, 0.024 mmol) and 2 M sodium carbonate (aq) (0.356 ml, 0.712 mmol) were combined in 1,4-dioxane (1 ml) and water (1 ml). The reaction was heated in a Biotage microwave at 150° C. for 15 mins. The pH was adjusted to ˜2 with 2 M HCl (aq) and the solid formed was separated. The solid was extracted with 80% DCM in MeOH...